From a dataset of the Open Reaction Database (ORD), a public repository of structured organic reaction records. describe an organic reaction: reactants, conditions, products, and yield Reactants: P(=O)(Cl)(Cl)Cl (Phosphorus oxychloride), C(#N)[BH3-].[Na+] (sodium cyanoborohydride), [OH-].[Na+] (sodium hydroxide), C1(=CC=CC=C1)S (thiophenol), CN(C=CC(=O)C1=CC=CC=C1)C (3-dimethylaminoacrylophenone), solution, Cl (hydrochloric acid). The solvent is C(Cl)Cl (methylene chloride), O (water), CO (methanol), C(Cl)Cl (methylene chloride), C(C)N(CC)CC (Triethylamine), C(C)OCC (ethyl ether), C(Cl)Cl (methylene chloride), C(Cl)(Cl)Cl (chloroform), C(C)OCC (ethyl ether), CO (methanol). Reaction conditions: temperature 20 celsius, time 15 minute. Yields the product C1(CCCCC1)C(C(=CCN(C)C)C1=CC=CC=C1)O (1-cyclohexyl-4-dimethylamino-2-phenyl-2-buten-1-ol). RXN SMILES: P(Cl)(Cl)(Cl)=O.[CH3:6][N:7]([CH3:18])[CH:8]=[CH:9][C:10]([C:12]1[CH:17]=[CH:16][CH:15]=[CH:14][CH:13]=1)=O.[C:19]1(S)[CH:24]=[CH:23][CH:22]=[CH:21][CH:20]=1.[C:26]([BH3-])#N.[Na+].[OH-:30].[Na+].Cl>C(Cl)Cl.C(Cl)(Cl)Cl.O.C(OCC)C.CO.C(N(CC)CC)C>[CH:19]1([CH:26]([OH:30])[C:10]([C:12]2[CH:17]=[CH:16][CH:15]=[CH:14][CH:13]=2)=[CH:9][CH2:8][N:7]([CH3:18])[CH3:6])[CH2:24][CH2:23][CH2:22][CH2:21][CH2:20]1 |f:3.4,5.6|. Procedure: Phosphorus oxychloride (2.5 cc) dissolved in methylene chloride (6 cc) is added dropwise at 0° C. to a solution of 3-dimethylaminoacrylophenone (5 g) in methylene chloride (16 cc). After starting for 15 minutes at 0° C. and then 30 minutes at 20° C., the temperature is again brought down to 0° C. The precipitate formed is dissolved by adding methanol (5 cc). Triethylamine (8 cc) and thiophenol (3.15 cc) dissolved in methylene chloride (10 cc) are added dropwise. After 2 hours 30 minutes' stirrin...